This data is from the Open Reaction Database (ORD), a public repository of structured organic reaction records. The task is: describe an organic reaction: reactants, conditions, products, and yield Starting materials: IC1=CC(NC=C1)=O (4-iodopyridin-2(1H)-one), C(C)I (ethyl iodide). Yields the product C(C)N1C(C=C(C=C1)I)=O (1-ethyl-4-iodopyridin-2(1H)-one). Reaction SMILES: [I:1][C:2]1[CH:7]=[CH:6][NH:5][C:4](=[O:8])[CH:3]=1.[CH2:9](I)[CH3:10]>>[CH2:9]([N:5]1[CH:6]=[CH:7][C:2]([I:1])=[CH:3][C:4]1=[O:8])[CH3:10]. Reported procedure: 1-ethyl-4-iodopyridin-2(1H)-one was prepared from 4-iodopyridin-2(1H)-one and ethyl iodide following a procedure analogous to that described in Example 59 Step 1. Starting materials: CN(P(=O)(N(C)C)N(C)C)C (hexamethylphosphoramide), ester, C1=C2C(=CC3=C1C(=O)OC3=O)C(=O)OC2=O (pyromellitic acid dianhydride), CN(P(=O)(N(C)C)N(C)C)C (hexamethylphosphoramide), monoester, O (water). Run at temperature 0 celsius. Product: C(C=1C(C(=O)O)=CC(C(=O)O)=C(C(=O)O)C1)(=O)O (pyromellitic acid). Reaction SMILES: CN(C)P(N(C)C)(N(C)C)=[O:4].[CH:12]1[C:17]2[C:18]([O:20][C:21](=[O:22])[C:16]=2[CH:15]=[C:14]2[C:23]([O:25][C:26](=[O:27])[C:13]=12)=[O:24])=[O:19].[OH2:28]>>[C:26]([OH:25])(=[O:27])[C:13]1[C:14](=[CH:15][C:16](=[C:17]([CH:12]=1)[C:18]([OH:20])=[O:19])[C:21]([OH:4])=[O:22])[C:23]([OH:24])=[O:28]. Procedure: To 20 ml of hexamethylphosphoramide solution of 0.654 g (3.00 mmol) of pyromellitic acid dianhydride (the solution became green) was added dropwise 15 ml of hexamethylphosphoramide solution of 1.8 g (6.00 mmol) of the monoester synthesized in the above step with stirring at 0° C. in a nitrogen gas atmosphere (the solution became light ashy) and then the mixture was allowed to stand for more than 3 days at room temperature to provide a colorless solution. A small amount of the solution thus forme...